From a dataset of the Open Reaction Database (ORD), a public repository of structured organic reaction records. describe an organic reaction: reactants, conditions, products, and yield Reactants: CCOc1ccccc1OCCN(C(=O)OC(C)(C)C)C(C)Cc1cc(C#N)c2c(c1)CCN2, CC(=O)O, CS(C)=O, [Na+], [OH-], O, OO. Product: CCOc1ccccc1OCCN(C(=O)OC(C)(C)C)C(C)Cc1cc2c(c(C(N)=O)c1)NCC2. Reaction SMILES: [C:1]([CH3:2])([CH3:3])([CH3:4])[O:5][C:6](=[O:7])[N:8]([CH:9]([CH2:10][c:11]1[cH:12][c:13]2[c:17]([c:18]([C:20]#[N:21])[cH:19]1)[NH:16][CH2:15][CH2:14]2)[CH3:22])[CH2:23][CH2:24][O:25][c:26]1[c:27]([O:32][CH2:33][CH3:34])[cH:28][cH:29][cH:30][cH:31]1.[CH3:39][C:40]([OH:41])=[O:42].[CH3:43][S:44](=[O:45])[CH3:46].[Na+:38].[OH-:37].[OH2:47].[OH:35][OH:36]>>[C:1]([CH3:2])([CH3:3])([CH3:4])[O:5][C:6](=[O:7])[N:8]([CH:9]([CH2:10][c:11]1[cH:12][c:13]2[c:17]([c:18]([C:20]([NH2:21])=[O:41])[cH:19]1)[NH:16][CH2:15][CH2:14]2)[CH3:22])[CH2:23][CH2:24][O:25][c:26]1[c:27]([O:32][CH2:33][CH3:34])[cH:28][cH:29][cH:30][cH:31]1. The reactants are CC1(C)C2CCC1(CS(=O)(=O)O)C(=O)C2, CC(C)O, CN(C1CCCCC1Nc1nc(Cl)ncc1Cl)S(C)(=O)=O, CC1(C)CCC(=O)Nc2ccc(N)cc21. Yields the product CN(C1CCCCC1Nc1nc(Nc2ccc3c(c2)C(C)(C)CCC(=O)N3)ncc1Cl)S(C)(=O)=O. RXN SMILES: [C:37]12([CH2:38][S:39]([OH:40])(=[O:41])=[O:42])[C:43]([CH3:44])([CH3:45])[CH:46]([CH2:47][CH2:48]1)[CH2:49][C:50]2=[O:51].[CH:52]([OH:53])([CH3:54])[CH3:55].[Cl:1][c:2]1[n:3][cH:4][c:5]([Cl:21])[c:6]([NH:8][CH:9]2[CH:10]([N:15]([S:16](=[O:17])(=[O:18])[CH3:19])[CH3:20])[CH2:11][CH2:12][CH2:13][CH2:14]2)[n:7]1.[NH2:22][c:23]1[cH:24][c:25]2[c:26]([cH:35][cH:36]1)[NH:27][C:28](=[O:34])[CH2:29][CH2:30][C:31]2([CH3:32])[CH3:33]>>[c:2]1([NH:22][c:23]2[cH:24][c:25]3[c:26]([cH:35][cH:36]2)[NH:27][C:28](=[O:34])[CH2:29][CH2:30][C:31]3([CH3:32])[CH3:33])[n:3][cH:4][c:5]([Cl:21])[c:6]([NH:8][CH:9]2[CH:10]([N:15]([S:16](=[O:17])(=[O:18])[CH3:19])[CH3:20])[CH2:11][CH2:12][CH2:13][CH2:14]2)[n:7]1. Reactants: C(=O)(O)C(C(=O)NC(CCC(=O)O)C(=O)N(CCC)CCC)=C1SC=CS1 (4-((2-carboxy-2-(1,3-dithiol-2-ylidene)acetyl)amino)-5-(dipropylamino)-5-oxopentanoic acid). Solvent: O1CCOCC1 (Dioxane). Run at temperature 50 celsius, time 30 minute. Yields the product C(CC)N(C(C(CCC(=O)O)NC(C=C1SC=CS1)=O)=O)CCC (5-(dipropylamino)-4-((2-(1,3-dithiol-2-ylidene)acetyl)amino)-5-oxopentanoic acid). The yield is 72.0%. Reaction SMILES: C([C:4](=[C:23]1[S:27][CH:26]=[CH:25][S:24]1)[C:5]([NH:7][CH:8]([C:14]([N:16]([CH2:20][CH2:21][CH3:22])[CH2:17][CH2:18][CH3:19])=[O:15])[CH2:9][CH2:10][C:11]([OH:13])=[O:12])=[O:6])(O)=O>O1CCOCC1>[CH2:20]([N:16]([CH2:17][CH2:18][CH3:19])[C:14](=[O:15])[CH:8]([NH:7][C:5](=[O:6])[CH:4]=[C:23]1[S:27][CH:26]=[CH:25][S:24]1)[CH2:9][CH2:10][C:11]([OH:13])=[O:12])[CH2:21][CH3:22]. Procedure: Dioxane (1.5 l) and activated carbon (10 g) were added to the 4-((2-carboxy-2-(1,3-dithiol-2-ylidene)acetyl)amino)-5-(dipropylamino)-5-oxopentanoic acid (6) obtained in Synthesis Example 4. The resulting mixture was stirred at 50° C. for 30 minutes. The activated carbon was filtered off, and the solvent was removed from the filtrate under reduced pressure. Acetone was added to the thus-obtained residue. The resulting crystals were collected by filtration, washed with water, acetone and diethyl e...